This data is from the Open Reaction Database (ORD), a public repository of structured organic reaction records. The task is: describe an organic reaction: reactants, conditions, products, and yield Reactants: CCCC[N+](CCCC)(CCCC)CCCC, ClCCl, Fc1ccccc1CCl, Nc1c2c(nc3ccccc13)CCCC2=O, [Na+], [OH-], O=S(=O)([O-])O. Product: O=C1CCCc2nc3ccccc3c(NCc3ccccc3F)c21. As a reaction SMILES: [CH2:33]([N+:34]([CH2:35][CH2:36][CH2:37][CH3:38])([CH2:39][CH2:40][CH2:41][CH3:42])[CH2:43][CH2:44][CH2:45][CH3:46])[CH2:47][CH2:48][CH3:49].[Cl:50][CH2:51][Cl:52].[F:19][c:20]1[c:21]([CH2:22][Cl:23])[cH:24][cH:25][cH:26][cH:27]1.[NH2:3][c:4]1[c:5]2[cH:6][cH:7][cH:8][cH:9][c:10]2[n:11][c:12]2[c:17]1[C:16](=[O:18])[CH2:15][CH2:14][CH2:13]2.[Na+:2].[OH-:1].[S:28]([O-:29])([OH:30])(=[O:31])=[O:32]>>[NH:3]([c:4]1[c:5]2[cH:6][cH:7][cH:8][cH:9][c:10]2[n:11][c:12]2[c:17]1[C:16](=[O:18])[CH2:15][CH2:14][CH2:13]2)[CH2:22][c:21]1[c:20]([F:19])[cH:27][cH:26][cH:25][cH:24]1. The reactants are Cl.O1CCOCC1 (HCl dioxane), C(#N)P([O-])([O-])=O.[Na+].[Na+] (Disodium cyanophosphonate), [H][H] (hydrogen), NCC(=O)O (glycine), [H][H] (hydrogen). The reagents and catalysts are [Pd] (palladium on carbon). The solvent is O (water). Conditions: time 8 hour. Yields the product P(=O)([O-])([O-])[O-] (phosphate), P(=O)(O)(O)CNCC(=O)O (N-phosphonomethylglycine). Yield: 1.2%. Reaction SMILES: [C:1]([P:3](=[O:6])([O-:5])[O-:4])#[N:2].[Na+].[Na+].N[CH2:10][C:11]([OH:13])=[O:12].Cl.O1CCOCC1.[H][H]>O.[Pd]>[P:3]([O-:5])([O-:12])([O-:4])=[O:6].[P:3]([CH2:1][NH:2][CH2:10][C:11]([OH:13])=[O:12])([OH:5])([OH:4])=[O:6] |f:0.1.2,4.5|. Procedure: Disodium cyanophosphonate (partially hydrated) (0.170 g, 1.06 mmol) was dissolved in water (5 ml) in a Fisher Porter bottle containing a magnetic stir bar, and glycine (0.0862 g, 1.148 mmol) was added. Three percent palladium on carbon (0.060 g, prepared as per Example 3) was added along with HCl-dioxane (0.25 ml, 4N, 1 mmol). After three pressure-release cycles with hydrogen, the bottle was pressurized to 25 psi with hydrogen and stirred overnight at ambient temperature. The pressure was releas...